From a dataset of the Open Reaction Database (ORD), a public repository of structured organic reaction records. describe an organic reaction: reactants, conditions, products, and yield Reactants: Cl, NC(Cc1c[nH]c2ccccc12)C(=O)O. Product: Cl, NC(Cc1c[nH]c2ccccc12)C(=O)O. RXN SMILES: [ClH:16].[NH2:1][CH:2]([CH2:3][c:4]1[cH:5][nH:6][c:7]2[cH:8][cH:9][cH:10][cH:11][c:12]12)[C:13]([OH:14])=[O:15]>>[ClH:16].[NH2:1][CH:2]([CH2:3][c:4]1[cH:5][nH:6][c:7]2[cH:8][cH:9][cH:10][cH:11][c:12]12)[C:13](=[O:14])[OH:15].